From a dataset of the Open Reaction Database (ORD), a public repository of structured organic reaction records. describe an organic reaction: reactants, conditions, products, and yield Run at temperature 5 celsius, time 2.5 hour. Product: COC1=CC=C(C(=O)CC(=O)OCC)C=C1 (Ethyl 4-methoxybenzoylacetate). Procedure details: To a liquid mixture consisting of 25 ml of solvent naphtha and 50 ml of water, 19.5 g (0.15 mol) of ethyl acetoacetate were added, followed by cooling to 5° C. A 33% aqueous sodium hydroxide solution (6.5 ml) was added to the resultant liquid mixture, followed by vigorous agitation. A 33% aqueous sodium hydroxide solution (27 ml) and 27.6 g (0.16 mol) of 4-methoxybenzoyl chloride were simultaneously added in small portions over 30 minutes, whereby they were reacted while the internal temperature... The reactants are solvent, [OH-].[Na+] (sodium hydroxide), [NH4+].[Cl-] (NH4Cl), naphtha, C(CC(=O)C)(=O)OCC (ethyl acetoacetate), [OH-].[Na+] (sodium hydroxide), COC1=CC=C(C(=O)Cl)C=C1 (4-methoxybenzoyl chloride). Reaction SMILES: [C:1]([O:7][CH2:8][CH3:9])(=[O:6])[CH2:2][C:3]([CH3:5])=[O:4].[OH-].[Na+].[CH3:12][O:13][C:14]1[CH:22]=[CH:21]C(C(Cl)=O)=[CH:16][CH:15]=1.[NH4+].[Cl-]>O>[CH3:12][O:13][C:14]1[CH:22]=[CH:21][C:5]([C:3]([CH2:2][C:1]([O:7][CH2:8][CH3:9])=[O:6])=[O:4])=[CH:16][CH:15]=1 |f:1.2,4.5|. Solvent: O (water). Reactants: C(CC#C)C=1C=CC(=NC1)NC(C)C ((5-but-3-ynylpyridin-2-yl)isopropylamine), ClC1=CC=C(C=C1)C=1C=CC(=NC1)I (5-(4-chlorophenyl)-2-iodopyridine). The product is ClC1=CC=C(C=C1)C=1C=CC(=NC1)C#CCCC=1C=CC(=NC1)NC(C)C ((5-{4-[5-(4-chlorophenyl)pyridin-2-yl]but-3-ynyl}pyridin-2-yl)isopropylamine). Reaction SMILES: [CH2:1]([C:5]1[CH:6]=[CH:7][C:8]([NH:11][CH:12]([CH3:14])[CH3:13])=[N:9][CH:10]=1)[CH2:2][C:3]#[CH:4].[Cl:15][C:16]1[CH:21]=[CH:20][C:19]([C:22]2[CH:23]=[CH:24][C:25](I)=[N:26][CH:27]=2)=[CH:18][CH:17]=1>>[Cl:15][C:16]1[CH:17]=[CH:18][C:19]([C:22]2[CH:23]=[CH:24][C:25]([C:4]#[C:3][CH2:2][CH2:1][C:5]3[CH:6]=[CH:7][C:8]([NH:11][CH:12]([CH3:14])[CH3:13])=[N:9][CH:10]=3)=[N:26][CH:27]=2)=[CH:20][CH:21]=1. Reported procedure: The product was prepared analogously to Example 50.5d from 100 mg (0.53 mmol) of (5-but-3-ynylpyridin-2-yl)isopropylamine and 168 mg (0.53 mmol) of 5-(4-chlorophenyl)-2-iodopyridine (purification by preparative HPLC-MS). Yield: 520 mg (54% of theoretical); C23H22ClN3 (M=375.894); calc.: molpeak (M+H)+:376/378; found: molpeak (M+H)+:376/378; HPLC-MS: 5.33 minutes (method G). Reactants: O=C(Cl)c1ccccc1, CNN=C(C)c1ccncc1, [Cl-], c1ccncc1. The product is CC(=NN(C)C(=O)c1ccccc1)c1ccncc1. Reaction SMILES: [C:12]([c:13]1[cH:14][cH:15][cH:16][cH:17][cH:18]1)(=[O:19])[Cl:20].[CH3:1][NH:2][N:3]=[C:4]([CH3:5])[c:6]1[cH:7][cH:8][n:9][cH:10][cH:11]1.[Cl-:21].[cH:22]1[cH:23][cH:24][n:25][cH:26][cH:27]1>>[CH3:1][N:2]([N:3]=[C:4]([CH3:5])[c:6]1[cH:7][cH:8][n:9][cH:10][cH:11]1)[C:12]([c:13]1[cH:14][cH:15][cH:16][cH:17][cH:18]1)=[O:19]. The reactants are COC1=CC=C(C=C1)[C@@H]1SC2=C(NC([C@@H]1O)=O)C=CC(=C2)F ((±)-cis-2-(4-methoxyphenyl)-3-hydroxy-8-fluoro-2,3-dihydro-1,5-benzothiazepin-4(5H)-one), Cl.CN(CCCl)C (2-(dimethylamino)ethyl chloride hydrochloride), C([O-])([O-])=O.[K+].[K+] (potassium carbonate). Solvent: CC(=O)C (acetone). The product is Cl.COC1=CC=C(C=C1)[C@@H]1SC2=C(N(C([C@@H]1O)=O)CCN(C)C)C=CC(=C2)F ((±)-cis-2-(4-methoxyphenyl)-3-hydroxy-5-[2-(dimethylamino)ethyl]-8-fluoro-2,3-dihydro-1,5-benzothiazepin-4(5H)-one hydrochloride). Yield: 74.8%. Reaction SMILES: [CH3:1][O:2][C:3]1[CH:8]=[CH:7][C:6]([C@H:9]2[C@@H:15]([OH:16])[C:14](=[O:17])[NH:13][C:12]3[CH:18]=[CH:19][C:20]([F:22])=[CH:21][C:11]=3[S:10]2)=[CH:5][CH:4]=1.Cl.[CH3:24][N:25]([CH3:29])[CH2:26][CH2:27][Cl:28].C(=O)([O-])[O-].[K+].[K+]>CC(C)=O>[ClH:28].[CH3:1][O:2][C:3]1[CH:8]=[CH:7][C:6]([C@H:9]2[C@@H:15]([OH:16])[C:14](=[O:17])[N:13]([CH2:27][CH2:26][N:25]([CH3:29])[CH3:24])[C:12]3[CH:18]=[CH:19][C:20]([F:22])=[CH:21][C:11]=3[S:10]2)=[CH:5][CH:4]=1 |f:1.2,3.4.5,7.8|. Procedure: A mixture of 4 g of (±)-cis-2-(4-methoxyphenyl)-3-hydroxy-8-fluoro-2,3-dihydro-1,5-benzothiazepin-4(5H)-one, 1.99 g of 2-(dimethylamino)ethyl chloride hydrochloride, 4.3 g of potassium carbonate and 50 ml of acetone is refluxed for 18 hours. After the reaction is completed, insoluble materials are removed by filtration and washed with hot acetone. The filtrate and the washings are combined and then evaporated to remove solvent. The residue is converted to its hydrochloride and recrystallized fro...